Dataset: the Open Reaction Database (ORD), a public repository of structured organic reaction records. Task: describe an organic reaction: reactants, conditions, products, and yield The reactants are FC1=C(C=C2CC3(C(NC(NC3=O)=O)=O)[C@@H]3N(C2=C1F)C[C@H](O[C@H]3C)C)\C(\C)=N\O ((2R,4S,4aS)-rel-9,10-difluoro-8-[(1E)-N-hydroxyethanimidoyl]-2,4-dimethyl-1,2,4,4a-tetrahydro-2′H,6H-spiro[1,4-oxazino[4,3-a]quinoline-5,5′-pyrimidine]-2′,4′,6′(1′H,3′H)-trione), FC1=C(C=C2CC3(C(NC(NC3=O)=O)=O)[C@@H]3N(C2=C1F)C[C@H](O[C@H]3C)C)\C(\C)=N\O ((2R,4S,4aS)-rel-9,10-difluoro-8-[(1E)-N-hydroxyethanimidoyl]-2,4-dimethyl-1,2,4,4a-tetrahydro-2′H,6H-spiro[1,4-oxazino[4,3-a]quinoline-5,5′-pyrimidine]-2′,4′,6′(1′H,3′H)-trione), K—O-t-Bu. Run in CS(=O)C (DMSO). Run at temperature 120 celsius. The product is FC=1C2=C(C=C3CC4(C(NC(NC4=O)=O)=O)[C@@H]4N(C13)C[C@H](O[C@H]4C)C)C(=NO2)C ((2R,4S,4aS)-rel-11-fluoro-2,4,8-trimethyl-1,2,4,4a-tetrahydro-2′H,6H-spiro[isoxazolo[4,5-g][1,4]oxazino[4,3-a]quinoline-5,5′-pyrimidine]-2′,4′,6′(1′H,3′H)-trione). As a reaction SMILES: F[C:2]1[C:19]([F:20])=[C:18]2[C:5]([CH2:6][C:7]3([C@H:16]4[C@H:24]([CH3:25])[O:23][C@H:22]([CH3:26])[CH2:21][N:17]42)[C:12](=[O:13])[NH:11][C:10](=[O:14])[NH:9][C:8]3=[O:15])=[CH:4][C:3]=1/[C:27](=[N:29]/[OH:30])/[CH3:28]>CS(C)=O>[F:20][C:19]1[C:2]2[O:30][N:29]=[C:27]([CH3:28])[C:3]=2[CH:4]=[C:5]2[C:18]=1[N:17]1[CH2:21][C@@H:22]([CH3:26])[O:23][C@@H:24]([CH3:25])[C@@H:16]1[C:7]1([C:8](=[O:15])[NH:9][C:10](=[O:14])[NH:11][C:12]1=[O:13])[CH2:6]2. Procedure: To a solution of (2R,4S,4aS)-rel-9,10-difluoro-8-[(1E)-N-hydroxyethanimidoyl]-2,4-dimethyl-1,2,4,4a-tetrahydro-2′H,6H-spiro[1,4-oxazino[4,3-a]quinoline-5,5′-pyrimidine]-2′,4′,6′(1′H,3′H)-trione (Intermediate 16, 250 mg, 0.63 mmol) in DMSO, was added K—O-t-Bu (47 mg, 0.636 mmol) and the mixture was heated to 120° C. for 12 hours. After cooling to room temperature and removal of solvent, the residue was purified using normal phase HPLC (95:5: Hexane:IPA) to give the title compound as a racemic mix... Starting materials: ClC1=CC=C(C=N1)COC=1C=C(C(=O)O)C=CC1 (3-(6-chloro-pyridin-3-ylmethoxy)-benzoic acid), NC1C2CC3(CC(CC1C3)C2)O (4-amino-1-hydroxyadamantane). The product is ClC1=CC=C(C=N1)COC=1C=C(C(=O)NC2C3CC4CC(CC2C4)(C3)O)C=CC1 (3-(6-Chloro-pyridin-3-ylmethoxy)-N-(5-hydroxy-adamantan-2-yl)-benzamide). Reaction SMILES: [Cl:1][C:2]1[N:7]=[CH:6][C:5]([CH2:8][O:9][C:10]2[CH:11]=[C:12]([CH:16]=[CH:17][CH:18]=2)[C:13]([OH:15])=O)=[CH:4][CH:3]=1.[NH2:19][CH:20]1[CH:27]2[CH2:28][C:23]3([OH:30])[CH2:24][CH:25]([CH2:29][CH:21]1[CH2:22]3)[CH2:26]2>>[Cl:1][C:2]1[N:7]=[CH:6][C:5]([CH2:8][O:9][C:10]2[CH:11]=[C:12]([CH:16]=[CH:17][CH:18]=2)[C:13]([NH:19][CH:20]2[CH:21]3[CH2:29][CH:25]4[CH2:24][C:23]([OH:30])([CH2:28][CH:27]2[CH2:26]4)[CH2:22]3)=[O:15])=[CH:4][CH:3]=1. Procedure: Prepared from 3-(6-chloro-pyridin-3-ylmethoxy)-benzoic acid and 4-amino-1-hydroxyadamantane. 1H NMR (400 MHz, CDCl3): δ 8.49 (d, 1 H), 7.78 (dd, 1 H), 7.42-7.44 (m, 1 H), 7.38 (t, 2 H), 7.32 (d, 1 H), 7.10 (dd, 1 H), 6.32 (d, 1 H), 5.12 (s, 2 H), 4.19-4.24 (m, 1 H), 3.13 (br. s., 2 H), 2.26 (br. s., 2 H), 2.21 (br. s., 1 H), 1.95 (d, 2 H), 1.73-1.85 (m, 6 H), 1.59 (d, 2 H). Starting materials: Clc1cnccn1, [Cs+], [F-], C1COCCO1, O, OB(O)c1ccccc1C=C1c2ccccc2CCc2ccccc21. The product is C(=C1c2ccccc2CCc2ccccc21)c1ccccc1-c1cnccn1. RXN SMILES: [Cl:26][c:27]1[n:28][cH:29][cH:30][n:31][cH:32]1.[Cs+:34].[F-:33].[O:35]1[CH2:36][CH2:37][O:38][CH2:39][CH2:40]1.[OH2:41].[cH:1]1[cH:2][cH:3][cH:4][c:5]2[c:11]1[CH2:10][CH2:9][c:8]1[c:7]([cH:15][cH:14][cH:13][cH:12]1)[C:6]2=[CH:16][c:17]1[c:18]([B:23]([OH:24])[OH:25])[cH:19][cH:20][cH:21][cH:22]1>>[cH:1]1[cH:2][cH:3][cH:4][c:5]2[c:11]1[CH2:10][CH2:9][c:8]1[c:7]([cH:15][cH:14][cH:13][cH:12]1)[C:6]2=[CH:16][c:17]1[c:18](-[c:27]2[n:28][cH:29][cH:30][n:31][cH:32]2)[cH:19][cH:20][cH:21][cH:22]1. Starting materials: CC1=C2C(=NC=C1)C=1C=CC=CC1C2=O (4-methyl-5H-indeno[3,2-b]-pyridin-5-one), O (water). Solvent: C(Cl)(Cl)Cl (chloroform), C(Cl)(Cl)Cl (chloroform). Run at time 12 hour. Product: CC1=C2C(=[N+](C=C1)[O-])C=1C=CC=CC1C2=O (4-methyl-5H-indeno[3,2-b]pyridin-5-one-N-oxide). Yield: 90.3%. RXN SMILES: [CH3:1][C:2]1[CH:7]=[CH:6][N:5]=[C:4]2[C:8]3[CH:9]=[CH:10][CH:11]=[CH:12][C:13]=3[C:14](=[O:15])[C:3]=12.[OH2:16]>C(Cl)(Cl)Cl>[CH3:1][C:2]1[CH:7]=[CH:6][N+:5]([O-:16])=[C:4]2[C:8]3[CH:9]=[CH:10][CH:11]=[CH:12][C:13]=3[C:14](=[O:15])[C:3]=12. Procedure: A solution of 12.7 g (0.065 mol) of 4-methyl-5H-indeno[3,2-b]-pyridin-5-one in 550 ml of chloroform was added dropwise at 25° C. to a solution of 13 g (0.066 mol) of water-moist 3-chloroperbenzoic acid in 500 ml of chloroform. After stirring at room temperature for 12 hours, the mixture was washed twice with 50 ml each of a saturated aqueous sodium hydrogen carbonate solution and then with water, dried over Na2SO4 and concentrated under reduced pressure. The residue was crystallized at 0° C. usi... Reactants: ClC1=CC(=C(N)C=C1OCC(=O)OCCCCC)F (4-chloro-2-fluoro-5-(pentyloxycarbonylmethyloxy)aniline), anhydride, C(C)(=O)O (acetic acid). Solvent: O (water). Yields the product ClC1=CC(=C(C=C1OCC(=O)OCCCCC)N1C(C2=C(C1=O)CCCC2)=O)F (N-[4-chloro-2-fluoro-5-(pentyloxycarbonylmethyloxy)-phenyl]-3,4,5,6-tetrahydrophthalimide). Isolated yield 178.9%. RXN SMILES: [Cl:1][C:2]1[C:8]([O:9][CH2:10][C:11]([O:13][CH2:14][CH2:15][CH2:16][CH2:17][CH3:18])=[O:12])=[CH:7][C:5]([NH2:6])=[C:4]([F:19])[CH:3]=1.[C:20]([OH:23])(=O)[CH3:21]>O>[Cl:1][C:2]1[C:8]([O:9][CH2:10][C:11]([O:13][CH2:14][CH2:15][CH2:16][CH2:17][CH3:18])=[O:12])=[CH:7][C:5]([N:6]2[C:20](=[O:23])[C:21]3[CH2:2][CH2:3][CH2:4][CH2:5][C:7]=3[C:8]2=[O:9])=[C:4]([F:19])[CH:3]=1. Reported procedure: A mixture of the compound (II) (12.0 g), 3,4,5,6-tetarhydrophthalic anhydride (7.56 g) and acetic acid (50 g) was heated at 90° to 95° C. for 7 hours. The reaction mixture was cooled to room temperature, and water (75 g) was added thereto. The precipitated crystals were collected by filtration to give the compound (I) (15.7 g). The reactants are C(C)(=O)NC1=C(C=C(C(=C1)OC)NS(=O)(=O)CCCCCCCCCCCCCCCC)OC (2-acetamido-5-hexadecylsulfonamido-1,4-dimethoxybenzene), Cl (hydrochloric acid). Solvent: C(C)O (ethanol). The product is NC1=C(C=C(C(=C1)OC)NS(=O)(=O)CCCCCCCCCCCCCCCC)OC (2-amino-5-hexadecylsulfonamido-1,4-dimethoxybenzene). RXN SMILES: C([NH:4][C:5]1[CH:10]=[C:9]([O:11][CH3:12])[C:8]([NH:13][S:14]([CH2:17][CH2:18][CH2:19][CH2:20][CH2:21][CH2:22][CH2:23][CH2:24][CH2:25][CH2:26][CH2:27][CH2:28][CH2:29][CH2:30][CH2:31][CH3:32])(=[O:16])=[O:15])=[CH:7][C:6]=1[O:33][CH3:34])(=O)C.Cl>C(O)C>[NH2:4][C:5]1[CH:10]=[C:9]([O:11][CH3:12])[C:8]([NH:13][S:14]([CH2:17][CH2:18][CH2:19][CH2:20][CH2:21][CH2:22][CH2:23][CH2:24][CH2:25][CH2:26][CH2:27][CH2:28][CH2:29][CH2:30][CH2:31][CH3:32])(=[O:16])=[O:15])=[CH:7][C:6]=1[O:33][CH3:34]. Reported procedure: 74.3 g of the product of Stage 1 are boiled under reflux with 24.8 ml of concentrated hydrochloric acid in 500 ml of ethanol until no more starting material can be detected (approximately 4 to 6 hours). The product precipitates on cooling. It is filtered under suction and dried in vacuo over potassium hydroxide. The reactants are C(C1=CC=CC=C1)OC1=CC=C(C=C1)C1=CC(=NN1C=1C=CC(=NC1)OC)O (5-{5-[4-(benzyloxy)phenyl]-3-hydroxy-1H-pyrazol-1-yl}-2-methoxypyridine), C([O-])([O-])=O.[K+].[K+] (potassium carbonate), ice water. Reagents/catalysts: C(OC)(OC)=O (dimethyl carbonate). Run in CN(C)C=O (DMF). Reaction conditions: temperature 120 celsius, time 5 hour. Product: C(C1=CC=CC=C1)OC1=CC=C(C=C1)C1=CC(=NN1C=1C=CC(=NC1)OC)OC (5-{5-[4-(benzyloxy)phenyl]-3-methoxy-1H-pyrazol-1-yl}-2-methoxy-pyridine). Yield: 128.8%. As a reaction SMILES: [CH2:1]([O:8][C:9]1[CH:14]=[CH:13][C:12]([C:15]2[N:19]([C:20]3[CH:21]=[CH:22][C:23]([O:26][CH3:27])=[N:24][CH:25]=3)[N:18]=[C:17]([OH:28])[CH:16]=2)=[CH:11][CH:10]=1)[C:2]1[CH:7]=[CH:6][CH:5]=[CH:4][CH:3]=1.[C:29](=O)([O-])[O-].[K+].[K+]>CN(C=O)C.C(=O)(OC)OC>[CH2:1]([O:8][C:9]1[CH:10]=[CH:11][C:12]([C:15]2[N:19]([C:20]3[CH:21]=[CH:22][C:23]([O:26][CH3:27])=[N:24][CH:25]=3)[N:18]=[C:17]([O:28][CH3:29])[CH:16]=2)=[CH:13][CH:14]=1)[C:2]1[CH:7]=[CH:6][CH:5]=[CH:4][CH:3]=1 |f:1.2.3|. Reported procedure: A suspension of 5-{5-[4-(benzyloxy)phenyl]-3-hydroxy-1H-pyrazol-1-yl}-2-methoxypyridine (800 mg), dimethyl carbonate (0.9 mg) and potassium carbonate (888 mg) in DMF (8 ml) was stirred at 120° C. for 5 hours. The mixture was poured into ice water and extracted with AcOEt. The organic layer was washed with H2O, saturated aqueous sodium chloride solution, dried over magnesium sulfate, and concentrated in vacuo. The residue was purified by silica gel column chromatography eluted with AcOEt/n-hexane... The reactants are [Br-], [Br-], C=C(C)[Mg+], C=CCC1=C2c3cc4c(cc3CC[NH+]2Cc2c1ccc(OC)c2OC)OCO4, CCOCC, C1CCOC1. Yields the product C=CCC1=C2c3cc4c(cc3CCN2C(C(=C)C)c2c1ccc(OC)c2OC)OCO4. RXN SMILES: [Br-:29].[Br-:30].[C:31](=[CH2:32])([CH3:33])[Mg+:34].[CH2:1]([CH:2]=[CH2:3])[C:4]1=[C:13]2[NH+:12]([CH2:11][c:10]3[c:5]1[cH:6][cH:7][c:8]([O:27][CH3:28])[c:9]3[O:25][CH3:26])[CH2:21][CH2:20][c:19]1[c:14]2[cH:15][c:16]2[c:17]([cH:18]1)[O:22][CH2:23][O:24]2.[CH3:40][CH2:41][O:42][CH2:43][CH3:44].[O:35]1[CH2:36][CH2:37][CH2:38][CH2:39]1>>[CH2:1]([CH:2]=[CH2:3])[C:4]1=[C:13]2[N:12]([CH:11]([C:31](=[CH2:32])[CH3:33])[c:10]3[c:5]1[cH:6][cH:7][c:8]([O:27][CH3:28])[c:9]3[O:25][CH3:26])[CH2:21][CH2:20][c:19]1[c:14]2[cH:15][c:16]2[c:17]([cH:18]1)[O:22][CH2:23][O:24]2.